This data is from the Open Reaction Database (ORD), a public repository of structured organic reaction records. The task is: describe an organic reaction: reactants, conditions, products, and yield Reactants: ( 38 ), C(C)O (ethanol), N1=CC=CC=C1 (pyridine), C(CCCCCCC\C=C/C\C=C/CCCCC)(=O)Cl (linoleoyl chloride). Solvent: C(Cl)(Cl)Cl (chloroform), C(Cl)(Cl)Cl (chloroform). Reaction conditions: temperature 60 celsius. Yields the product C(CCCCCCC\C=C/C\C=C/CCCCC)(=O)OCCCCCCCCCCCCCCCCCCCCCCCCCCCCCCO (30-Linoleoyloxytriacontanol). The yield is 44.0%. Reaction SMILES: [CH2:1]([OH:3])[CH3:2].N1[CH:9]=[CH:8][CH:7]=[CH:6][CH:5]=1.[C:10](Cl)(=[O:28])[CH2:11][CH2:12][CH2:13][CH2:14][CH2:15][CH2:16][CH2:17]/[CH:18]=[CH:19]\[CH2:20]/[CH:21]=[CH:22]\[CH2:23][CH2:24][CH2:25][CH2:26][CH3:27]>C(Cl)(Cl)Cl>[C:1]([O:28][CH2:10][CH2:11][CH2:12][CH2:13][CH2:14][CH2:15][CH2:16][CH2:17][CH2:18][CH2:19][CH2:20][CH2:21][CH2:22][CH2:23][CH2:24][CH2:25][CH2:26][CH2:27][CH2:21][CH2:20][CH2:19][CH2:18][CH2:17][CH2:16][CH2:15][CH2:14][CH2:13][CH2:12][CH2:11][CH2:10][OH:28])(=[O:3])[CH2:2][CH2:5][CH2:6][CH2:7][CH2:8][CH2:9][CH2:9]/[CH:8]=[CH:7]\[CH2:6]/[CH:5]=[CH:22]\[CH2:23][CH2:24][CH2:25][CH2:26][CH3:27]. Procedure details: 1,30-Triacontadiol (38) (2.5 g, 5.5 mmol) was dissolved in dry, ethanol free chloroform at 60° C. under nitrogen and treated with pyridine (0.49 ml; 6.05 mmol). The resulting solution was treated with a solution of linoleoyl chloride (39) (1.64 g; 5.5 mmol) in chloroform (20 ml) over a twenty minute period and then maintained at 60° C. for a further thirty minutes, then cooled, diluted with chloroform, washed with water three times, dried, filtered and evaporated. The crude product obtained in t... The reactants are FC1=C(C=CC=C1)N=C=O (1-Fluoro-2-isocyanato-benzene), NC=1C2=C(N=CN1)N(C=C2C(=O)C2=CC(=NC(=C2)C)N)C(C)C ((4-Amino-7-isopropyl-7H-pyrrolo[2,3-d]pyrimidin-5-yl)-(2-amino-6-methyl-pyridin-4-yl)-methanone). The solvent is N1=CC=CC=C1 (pyridine). Run at time 2 hour. The product is NC=1C2=C(N=CN1)N(C=C2C(=O)C2=CC(=NC(=C2)C)NC(=O)NC2=C(C=CC=C2)F)C(C)C (1-[4-(4-Amino-7-isopropyl-7H-pyrrolo[2,3-d]pyrimidine-5-carbonyl)-6-methyl-pyridin-2-yl]-3-(2-fluoro-phenyl)-urea). The yield is 72.6%. As a reaction SMILES: [F:1][C:2]1[CH:7]=[CH:6][CH:5]=[CH:4][C:3]=1[N:8]=[C:9]=[O:10].[NH2:11][C:12]1[C:13]2[C:20]([C:21]([C:23]3[CH:28]=[C:27]([CH3:29])[N:26]=[C:25]([NH2:30])[CH:24]=3)=[O:22])=[CH:19][N:18]([CH:31]([CH3:33])[CH3:32])[C:14]=2[N:15]=[CH:16][N:17]=1>N1C=CC=CC=1>[NH2:11][C:12]1[C:13]2[C:20]([C:21]([C:23]3[CH:28]=[C:27]([CH3:29])[N:26]=[C:25]([NH:30][C:9]([NH:8][C:3]4[CH:4]=[CH:5][CH:6]=[CH:7][C:2]=4[F:1])=[O:10])[CH:24]=3)=[O:22])=[CH:19][N:18]([CH:31]([CH3:33])[CH3:32])[C:14]=2[N:15]=[CH:16][N:17]=1. Reported procedure: 1-Fluoro-2-isocyanato-benzene (48.5 mg, 035 mmol) was added to a solution of (4-Amino-7-isopropyl-7H-pyrrolo[2,3-d]pyrimidin-5-yl)-(2-amino-6-methyl-pyridin-4-yl)-methanone (100 mg, 0.32 mmol) in pyridine (2 mL). The mixture was stirred for 2 h at room temperature. The reaction mixture was quenched with H2O (2 mL) and concentrated in vacuo. The resulting residue was triturated with MeOH, filtered, and dried to afford the title compound as an off-white solid (104 mg, 72%). MS: 448.3 (MH+); HPLC R... The reactants are C(C1=CC=CC=C1)C1(CCN(CC1)CCCNC(C1=CC=C(C=C1)OCC1=CC=CC=C1)=O)O (N-[3-(4-benzyl-4-hydroxy-piperidin-1-yl)-propyl]-4-benzyloxy-benzamide). The reagents and catalysts are [Pd] (Palladium on carbon). Run in C(C)(=O)O (acetic acid). Reaction conditions: time 4 hour. The product is C(C1=CC=CC=C1)C1(CCN(CC1)CCCNC(C1=CC=C(C=C1)O)=O)O (N-[3-(4-benzyl-4-hydroxy-piperidin-1-yl)-propyl]-4-hydroxy-benzamide). The yield is 88.2%. Reaction SMILES: [CH2:1]([C:8]1([OH:34])[CH2:13][CH2:12][N:11]([CH2:14][CH2:15][CH2:16][NH:17][C:18](=[O:33])[C:19]2[CH:24]=[CH:23][C:22]([O:25]CC3C=CC=CC=3)=[CH:21][CH:20]=2)[CH2:10][CH2:9]1)[C:2]1[CH:7]=[CH:6][CH:5]=[CH:4][CH:3]=1>[Pd].C(O)(=O)C>[CH2:1]([C:8]1([OH:34])[CH2:13][CH2:12][N:11]([CH2:14][CH2:15][CH2:16][NH:17][C:18](=[O:33])[C:19]2[CH:24]=[CH:23][C:22]([OH:25])=[CH:21][CH:20]=2)[CH2:10][CH2:9]1)[C:2]1[CH:7]=[CH:6][CH:5]=[CH:4][CH:3]=1. Procedure details: Palladium on carbon (10%, 50 mg) was added to a solution of N-[3-(4-benzyl-4-hydroxy-piperidin-1-yl)-propyl]-4-benzyloxy-benzamide (185 mg, 0.40 mmol) in acetic acid (5 ml). The hydrogenation was complete after 4 h. The catalyst was removed by filtration through celite and the solvent was evaporated. Sodium bicarbonate (10% aq. solution, 2 ml) was added, and the aqeous layer extracted with dichloromethane. The organic layer was dried (Na2SO4), filtered and evaporated to give N-[3-(4-benzyl-4-hyd... The reactants are O=C1CCC(=O)N1Br, ClC(Cl)(Cl)Cl, c1cn2c(n1)CCCC2. Yields the product Brc1cnc2n1CCCC2. As a reaction SMILES: [Br:10][N:11]1[C:12](=[O:13])[CH2:14][CH2:15][C:16]1=[O:17].[C:18]([Cl:19])([Cl:20])([Cl:21])[Cl:22].[n:1]1[cH:2][cH:3][n:4]2[c:5]1[CH2:6][CH2:7][CH2:8][CH2:9]2>>[n:1]1[cH:2][c:3]([Br:10])[n:4]2[c:5]1[CH2:6][CH2:7][CH2:8][CH2:9]2. Reactants: CC1=C(NC(=C1)C)C=C1C(NC2=CC=CC=C12)=O (3-(3,5-dimethyl-1H-pyrrol-2-ylmethylidene)-1,3-dihydro-indol-2-one), C1(CCC(=O)O1)=O (succinic anhydride). Yields the product CC1=C(NC(=C1)C)\C=C\1/C(N(C2=CC=CC=C12)C(CCC(=O)O)=O)=O (4-{(3Z)-3-[(3,5-dimethyl-1H-pyrrol-2-yl)-methylidene]-2-oxo-2,3-dihydro-1H-indol-1-yl}-4-oxobutanoic acid). As a reaction SMILES: [CH3:1][C:2]1[CH:6]=[C:5]([CH3:7])[NH:4][C:3]=1[CH:8]=[C:9]1[C:17]2[C:12](=[CH:13][CH:14]=[CH:15][CH:16]=2)[NH:11][C:10]1=[O:18].[C:19]1(=[O:25])[O:24][C:22](=[O:23])[CH2:21][CH2:20]1>>[CH3:1][C:2]1[CH:6]=[C:5]([CH3:7])[NH:4][C:3]=1/[CH:8]=[C:9]1\[C:10](=[O:18])[N:11]([C:19](=[O:25])[CH2:20][CH2:21][C:22]([OH:24])=[O:23])[C:12]2[C:17]\1=[CH:16][CH:15]=[CH:14][CH:13]=2. Procedure details: The title compound was prepared from 3-(3,5-dimethyl-1H-pyrrol-2-ylmethylidene)-1,3-dihydro-indol-2-one and succinic anhydride (modification of procedure used to prepare (3Z)-1-acetyl-3-[(3,5-dimethyl-4-1H-pyrrol-2-yl)-methylidene]-1,3-dihydro-2H-indol-2-one). The reactants are O=C(c1ccccc1)N1C(=O)N(CCCCN2CCN(c3nsc4ccccc34)CC2)C2CCCCC21, N, C1COCCO1. The product is O=C1NC2CCCCC2N1CCCCN1CCN(c2nsc3ccccc23)CC1. RXN SMILES: [C:1](=[O:2])([c:3]1[cH:4][cH:5][cH:6][cH:7][cH:8]1)[N:9]1[C:10](=[O:37])[N:11]([CH2:18][CH2:19][CH2:20][CH2:21][N:22]2[CH2:23][CH2:24][N:25]([c:28]3[n:29][s:30][c:31]4[c:32]3[cH:33][cH:34][cH:35][cH:36]4)[CH2:26][CH2:27]2)[CH:12]2[CH:13]1[CH2:14][CH2:15][CH2:16][CH2:17]2.[NH3:44].[O:38]1[CH2:39][CH2:40][O:41][CH2:42][CH2:43]1>>[NH:9]1[C:10](=[O:37])[N:11]([CH2:18][CH2:19][CH2:20][CH2:21][N:22]2[CH2:23][CH2:24][N:25]([c:28]3[n:29][s:30][c:31]4[c:32]3[cH:33][cH:34][cH:35][cH:36]4)[CH2:26][CH2:27]2)[CH:12]2[CH:13]1[CH2:14][CH2:15][CH2:16][CH2:17]2.